Dataset: the Open Reaction Database (ORD), a public repository of structured organic reaction records. Task: describe an organic reaction: reactants, conditions, products, and yield Reactants: [BH4-], C1CCOC1, COc1ccc2c(c1)C(CC(=O)Cl)=C(C)C2=Cc1ccc(S(C)(=O)=O)cc1, [Li+]. The product is COc1ccc2c(c1)C(CCO)=C(C)C2=Cc1ccc(S(C)(=O)=O)cc1. Reaction SMILES: [BH4-:1].[CH2:30]1[O:31][CH2:32][CH2:33][CH2:34]1.[CH3:3][O:4][c:5]1[cH:6][c:7]2[c:11]([cH:12][cH:13]1)[C:10](=[CH:14][c:15]1[cH:16][cH:17][c:18]([S:21](=[O:22])(=[O:23])[CH3:24])[cH:19][cH:20]1)[C:9]([CH3:25])=[C:8]2[CH2:26][C:27](=[O:28])[Cl:29].[Li+:2]>>[CH3:3][O:4][c:5]1[cH:6][c:7]2[c:11]([cH:12][cH:13]1)[C:10](=[CH:14][c:15]1[cH:16][cH:17][c:18]([S:21](=[O:22])(=[O:23])[CH3:24])[cH:19][cH:20]1)[C:9]([CH3:25])=[C:8]2[CH2:26][CH2:27][OH:28].